From a dataset of the Open Reaction Database (ORD), a public repository of structured organic reaction records. describe an organic reaction: reactants, conditions, products, and yield Reactants: OCCC1=CC=NC=C1 (4-(2-hydroxyethyl)-pyridine), OCCC1=CC=[N+](C=C1)[O-] (4-(2-hydroxyethyl)-pyridine-N-oxide), C[Si](C)(C)C#N (trimethylsilyl cyanide). The product is OCCC1=CC(=NC=C1)C#N (4-(2-hydroxyethyl)-2-cyanopyridine). As a reaction SMILES: [OH:1][CH2:2][CH2:3][C:4]1[CH:9]=[CH:8][N:7]=[CH:6][CH:5]=1.OCCC1C=C[N+:16]([O-])=[CH:15]C=1.C[Si](C#N)(C)C>>[OH:1][CH2:2][CH2:3][C:4]1[CH:9]=[CH:8][N:7]=[C:6]([C:15]#[N:16])[CH:5]=1. Reported procedure: 4-(2-hydroxyethyl)-pyridine is oxidized to 4-(2-hydroxyethyl)-pyridine-N-oxide which is in turn treated with trimethylsilyl cyanide to yield 4-(2-hydroxyethyl)-2-cyanopyridine which is converted to ethyl 4-(2-hydroxyethyl)-2-pyridine carboxylate and then hydrogenated to yield ethyl 4-(2-hydroxyethyl)-piperidine-2-carboxylate. The reactants are COc1cc(N)ccc1Br, N#CCC(N)=O, CC(=O)[O-], CCO, Cl, O=N[O-], [Na+], [Na+], O, O, O, O. Product: COc1cc(N=NC(C#N)C(N)=O)ccc1Br. As a reaction SMILES: [Br:5][c:6]1[c:7]([O:13][CH3:14])[cH:8][c:9]([NH2:10])[cH:11][cH:12]1.[C:16](#[N:17])[CH2:18][C:19](=[O:20])[NH2:21].[C:25]([O-:26])(=[O:27])[CH3:28].[CH3:31][CH2:32][OH:33].[ClH:15].[N:1]([O-:2])=[O:3].[Na+:29].[Na+:4].[OH2:22].[OH2:23].[OH2:24].[OH2:30]>>[N:1](=[N:10][c:9]1[cH:8][c:7]([O:13][CH3:14])[c:6]([Br:5])[cH:12][cH:11]1)[CH:18]([C:16]#[N:17])[C:19](=[O:20])[NH2:21]. Reactants: BrC1=C(C=CC(=N1)C(N)=N)C (6-bromo-5-methylpicolinimidamide), BrC1=C(C=CC(=N1)C(N)=N)C (6-bromo-5-methylpicolinimidamide), N.O (NH3.H2O). The reagents and catalysts are [O-]S(=O)(=O)[O-].[Cu+2] (CuSO4). Run at temperature 80 celsius, time 8 hour. Product: NC1=C(C=CC(=N1)C(=O)N)C (6-Amino-5-methylpicolinamide). As a reaction SMILES: Br[C:2]1[N:7]=[C:6]([C:8](=N)[NH2:9])[CH:5]=[CH:4][C:3]=1[CH3:11].[NH3:12].[OH2:13]>[O-]S([O-])(=O)=O.[Cu+2]>[NH2:12][C:2]1[N:7]=[C:6]([C:8]([NH2:9])=[O:13])[CH:5]=[CH:4][C:3]=1[CH3:11] |f:1.2,3.4|. Procedure details: Into a 50-mL sealed tube, was placed a solution of 6-bromo-5-methylpicolinimidamide (compound 350.3, 800 mg, 3.74 mmol, 1.00 equiv) and CuSO4 (80 mg) in NH3.H2O (40 mL). The resulting mixture was stirred overnight at 80° C. behind a blast shield. After cooling to ambient temperature, the mixture was then extracted with 2×50 mL of ethyl acetate. The combined organic layers were dried over anhydrous sodium sulfate and concentrated under reduced pressure to yield 750 mg (crude) of the title compoun... Reaction conditions: time 8 hour. Starting materials: CN(CCOC([C@H](CCC(NC1=NC=CC=C1C1=CC(=NO1)CC1=CC=C(C=C1)COC1=NC=CC=C1)=O)NC(=O)OC(C)(C)C)=O)C ((S)-2-tert-butoxycarbonylamino-4-(3-{3-[4-(pyridin-2-yloxymethyl)-benzyl]-isoxazol-5-yl}-pyridin-2-ylcarbamoyl)-butyric acid 2-dimethylamino-ethyl ester), FC(C(=O)O)(F)F (trifluoroacetic acid). Reaction SMILES: [CH3:1][N:2]([CH3:48])[CH2:3][CH2:4][O:5][C:6](=[O:47])[C@@H:7]([NH:39]C(OC(C)(C)C)=O)[CH2:8][CH2:9][C:10](=[O:38])[NH:11][C:12]1[C:17]([C:18]2[O:22][N:21]=[C:20]([CH2:23][C:24]3[CH:29]=[CH:28][C:27]([CH2:30][O:31][C:32]4[CH:37]=[CH:36][CH:35]=[CH:34][N:33]=4)=[CH:26][CH:25]=3)[CH:19]=2)=[CH:16][CH:15]=[CH:14][N:13]=1.FC(F)(F)C(O)=O>ClCCl>[CH3:48][N:2]([CH3:1])[CH2:3][CH2:4][O:5][C:6](=[O:47])[C@@H:7]([NH2:39])[CH2:8][CH2:9][C:10](=[O:38])[NH:11][C:12]1[C:17]([C:18]2[O:22][N:21]=[C:20]([CH2:23][C:24]3[CH:25]=[CH:26][C:27]([CH2:30][O:31][C:32]4[CH:37]=[CH:36][CH:35]=[CH:34][N:33]=4)=[CH:28][CH:29]=3)[CH:19]=2)=[CH:16][CH:15]=[CH:14][N:13]=1. Product: CN(CCOC([C@H](CCC(NC1=NC=CC=C1C1=CC(=NO1)CC1=CC=C(C=C1)COC1=NC=CC=C1)=O)N)=O)C ((S)-2-Amino-4-(3-{3-[4-(pyridin-2-yloxymethyl)-benzyl]-isoxazol-5-yl}-pyridin-2-ylcarbamoyl)-butyric acid 2-dimethylamino-ethyl ester). Procedure details: To a mixture of (S)-2-tert-butoxycarbonylamino-4-(3-{3-[4-(pyridin-2-yloxymethyl)-benzyl]-isoxazol-5-yl}-pyridin-2-ylcarbamoyl)-butyric acid 2-dimethylamino-ethyl ester (53 mg, 0.060 mmol; purity of 75%) described in Manufacturing Example 3-2 and dichloromethane (1 mL) was added trifluoroacetic acid (0.5 mL) at room temperature, which was stirred overnight at the same temperature. The solvent was evaporated from the reaction mixture under a reduced pressure, and the residue thus obtained was was... Solvent: ClCCl (dichloromethane). Yield: 137.2%. Reactants: C(C=C)[C@@]1(C(N([C@@H]([C@H](C1)C1=CC(=CC=C1)Cl)C1=CC=C(C=C1)Cl)[C@H](CO)C1CC1)=O)C ((3S,5R,6S)-3-Allyl-5-(3-chlorophenyl)-6-(4-chlorophenyl)-1-((S)-1-cyclopropyl-2-hydroxyethyl)-3-methylpiperidin-2-one), C(C)(C)S(=O)(=O)N (isopropyl sulfonamide). The product is C(C=C)[C@@]1(C(N([C@@H]([C@H](C1)C1=CC(=CC=C1)Cl)C1=CC=C(C=C1)Cl)[C@H](CNS(=O)(=O)C(C)C)C1CC1)=O)C (N-((S)-2-((3S,5R,6S)-3-Allyl-5-(3-chlorophenyl)-6-(4-chlorophenyl)-3-methyl-2-oxopiperidin-1-yl)-2-cyclopropylethyl)propane-2-sulfonamide). Reaction SMILES: [CH2:1]([C@@:4]1([CH3:31])[CH2:9][C@H:8]([C:10]2[CH:15]=[CH:14][CH:13]=[C:12]([Cl:16])[CH:11]=2)[C@@H:7]([C:17]2[CH:22]=[CH:21][C:20]([Cl:23])=[CH:19][CH:18]=2)[N:6]([C@@H:24]([CH:27]2[CH2:29][CH2:28]2)[CH2:25]O)[C:5]1=[O:30])[CH:2]=[CH2:3].[CH:32]([S:35]([NH2:38])(=[O:37])=[O:36])([CH3:34])[CH3:33]>>[CH2:1]([C@@:4]1([CH3:31])[CH2:9][C@H:8]([C:10]2[CH:15]=[CH:14][CH:13]=[C:12]([Cl:16])[CH:11]=2)[C@@H:7]([C:17]2[CH:22]=[CH:21][C:20]([Cl:23])=[CH:19][CH:18]=2)[N:6]([C@@H:24]([CH:27]2[CH2:29][CH2:28]2)[CH2:25][NH:38][S:35]([CH:32]([CH3:34])[CH3:33])(=[O:37])=[O:36])[C:5]1=[O:30])[CH:2]=[CH2:3]. Reported procedure: (3S,5R,6S)-3-Allyl-5-(3-chlorophenyl)-6-(4-chlorophenyl)-1-((S)-1-cyclopropyl-2-hydroxyethyl)-3-methylpiperidin-2-one (Example 252, Step A, 59.3 mg, 0.129 mmol;) and isopropyl sulfonamide (48.7 mg, 0.395 mmol) were coupled by the procedure as described in Example 202, Step C to form the title compound isolated after silica gel chromatography as an off-white solid. MS (ESI) m/z=563 [M+H]+. Starting materials: C1(=CC=CC=C1)C1=CC=C2C(C(C3=C(OC4(CCNCC4)CS3)C2=C1)=O)=O (9-phenylspiro[naphtho[1,2-b][1,4]oxathiine-2,4′-piperidine]-5,6-dione), C(C)(C)(C)C1=CC=C(OC[C@H]2OC2)C=C1 ((2S)-2-[(4-tert-butylphenoxy)methyl]oxirane). The product is C(C)(C)(C)C1=CC=C(OC[C@H](CN2CCC3(CC2)CSC2=C(O3)C3=CC(=CC=C3C(C2=O)=O)C2=CC=CC=C2)O)C=C1 (1′-[(2S)-3-(4-tert-butylphenoxy)-2-hydroxypropyl]-9-phenylspiro[naphtho[1,2-b][1,4]oxathiine-2,4′-piperidine]-5,6-dione). Reaction SMILES: [C:1]1([C:7]2[CH:25]=[C:24]3[C:10]([C:11](=[O:27])[C:12](=[O:26])[C:13]4[S:23][CH2:22][C:16]5([CH2:21][CH2:20][NH:19][CH2:18][CH2:17]5)[O:15][C:14]=43)=[CH:9][CH:8]=2)[CH:6]=[CH:5][CH:4]=[CH:3][CH:2]=1.[C:28]([C:32]1[CH:42]=[CH:41][C:35]([O:36][CH2:37][C@@H:38]2[CH2:40][O:39]2)=[CH:34][CH:33]=1)([CH3:31])([CH3:30])[CH3:29]>>[C:28]([C:32]1[CH:42]=[CH:41][C:35]([O:36][CH2:37][C@@H:38]([OH:39])[CH2:40][N:19]2[CH2:20][CH2:21][C:16]3([O:15][C:14]4[C:24]5[C:10]([C:11](=[O:27])[C:12](=[O:26])[C:13]=4[S:23][CH2:22]3)=[CH:9][CH:8]=[C:7]([C:1]3[CH:2]=[CH:3][CH:4]=[CH:5][CH:6]=3)[CH:25]=5)[CH2:17][CH2:18]2)=[CH:34][CH:33]=1)([CH3:29])([CH3:30])[CH3:31]. Procedure details: Compound 212 was synthesized using 9-phenylspiro[naphtho[1,2-b][1,4]oxathiine-2,4′-piperidine]-5,6-dione, (2S)-2-[(4-tert-butylphenoxy)methyl]oxirane and conditions outlined in procedure Y. M.p.=151-152° C.; 400 MHz 1H NMR (DMSO-d6) δ: 7.98 (m, 2H), 7.86 (d, J=7.6 Hz, 1H), 7.76 (d, J=8.0 Hz, 2H), 7.53 (m, 3H), 7.28 (m, 2H), 6.85 (m, 2H), 4.85 (brs, 1H), 3.98 (brm, 3H), 3.10 (s, 2H), 2.82 (m, 2H), 2.44 (m, 4H), 2.0 (m, 2H), 1.80 (m, 2H), 1.20 (s, 9H); LCMS: 584 [M+H]. Starting materials: CC1(OB(OC1(C)C)C1=CCCN(C1)C(=O)OC(C)(C)C)C (tert-butyl 5-(4,4,5,5-tetramethyl-1,3,2-dioxaborolan-2-yl)-3,6-dihydropyridine-1(2H)-carboxylate), P(=O)([O-])([O-])[O-].[K+].[K+].[K+] (tripotassium phosphate), C(C)(=O)OCC (ethyl acetate), ClC1=NC(=C2N=CN(C2=N1)C(C)C)NC=1C=NN(C1)C (2-chloro-9-isopropyl-N-(1-methyl-1H-pyrazol-4-yl)-9H-purin-6-amine). The reagents and catalysts are C1=CC=C(C=C1)P([C-]2C=CC=C2)C3=CC=CC=C3.C1=CC=C(C=C1)P([C-]2C=CC=C2)C3=CC=CC=C3.Cl[Pd]Cl.[Fe+2] (PdCl2(dppf)). The solvent is O1CCOCC1 (dioxane), O (water). Conditions: temperature 80 celsius. Yields the product N (ammonia), C(C)(C)N1C2=NC(=NC(=C2N=C1)NC=1C=NN(C1)C)C=1CN(CCC1)C(=O)OC(C)(C)C (tert-butyl 3-(9-isopropyl-6((1-methyl-1H-pyrazol-4-yl)amino)-9H-purin-2-yl)-5,6-dihydropyridine-1(2H)-carboxylate). The yield is 205.5%. Reaction SMILES: Cl[C:2]1[N:10]=[C:9]2[C:5]([N:6]=[CH:7][N:8]2[CH:11]([CH3:13])[CH3:12])=[C:4]([NH:14][C:15]2[CH:16]=[N:17][N:18]([CH3:20])[CH:19]=2)[N:3]=1.CC1(C)C(C)(C)OB([C:29]2[CH2:34][N:33]([C:35]([O:37][C:38]([CH3:41])([CH3:40])[CH3:39])=[O:36])[CH2:32][CH2:31][CH:30]=2)O1.P([O-])([O-])([O-])=O.[K+].[K+].[K+].C(OCC)(=O)C>O1CCOCC1.O.C1C=CC(P(C2C=CC=CC=2)[C-]2C=CC=C2)=CC=1.C1C=CC(P(C2C=CC=CC=2)[C-]2C=CC=C2)=CC=1.Cl[Pd]Cl.[Fe+2]>[NH3:3].[CH:11]([N:8]1[CH:7]=[N:6][C:5]2[C:9]1=[N:10][C:2]([C:31]1[CH2:32][N:33]([C:35]([O:37][C:38]([CH3:41])([CH3:40])[CH3:39])=[O:36])[CH2:34][CH2:29][CH:30]=1)=[N:3][C:4]=2[NH:14][C:15]1[CH:16]=[N:17][N:18]([CH3:20])[CH:19]=1)([CH3:13])[CH3:12] |f:2.3.4.5,9.10.11.12|. Reported procedure: A mixture of 2-chloro-9-isopropyl-N-(1-methyl-1H-pyrazol-4-yl)-9H-purin-6-amine (600 mg, 2 mmol), as prepared in step 1 of Example 2, tert-butyl 5-(4,4,5,5-tetramethyl-1,3,2-dioxaborolan-2-yl)-3,6-dihydropyridine-1(2H)-carboxylate (700 mg, 2.3 mmol, 1.1 mol eq), tripotassium phosphate (1.11 g, 5.1 mmol, 2.5 mol eq), PdCl2(dppf) (75 mg, 0.1 mmol, 0.05 mol eq) in dioxane (10 mL) and water (5 mL) was degassed, stirred and heated at 80° C. (using microwave at normal absorption level) for 30 min. The...